The task is: describe an organic reaction: reactants, conditions, products, and yield. This data is from the Open Reaction Database (ORD), a public repository of structured organic reaction records. Starting materials: COC1=C(C(=O)N[C@@H]2[C@H](CCC2)NC2=NC=C(N=C2)C(F)(F)F)C=C(C=C1)C (2-Methoxy-5-methyl-N-[(1S,2S)-2-{[5-(trifluoromethyl)pyrazin-2-yl]amino}cyclopentyl]benzamide), BrC1=C(C(=O)O)C(=CC=C1)OC (2-bromo-6-methoxybenzoic acid), Cl.FC(C=1N=CC(=NC1)N[C@@H]1[C@H](CCC1)N)(F)F ((1S,2S)-1-N-[5-(trifluoromethyl)pyrazin-2-yl]cyclopentane-1,2-diamine hydrochloride), Cl.FC(C=1N=CC(=NC1)N[C@@H]1[C@H](CCC1)N)(F)F ((1S,2S)-1-N-[5-(trifluoromethyl)pyrazin-2-yl]cyclopentane-1,2-diamine hydrochloride). The product is BrC1=C(C(=O)N[C@@H]2[C@H](CCC2)NC2=NC=C(N=C2)C(F)(F)F)C(=CC=C1)OC (2-Bromo-6-methoxy-N-[(1S,2S)-2-{[5-(trifluoromethyl)pyrazin-2-yl]amino}cyclopentyl]benzamide). RXN SMILES: [CH3:1][O:2][C:3]1[CH:27]=[CH:26][C:25](C)=[CH:24][C:4]=1[C:5]([NH:7][C@H:8]1[CH2:12][CH2:11][CH2:10][C@@H:9]1[NH:13][C:14]1[CH:19]=[N:18][C:17]([C:20]([F:23])([F:22])[F:21])=[CH:16][N:15]=1)=[O:6].Cl.FC(F)(F)C1N=CC(N[C@H]2CCC[C@@H]2N)=NC=1.[Br:47]C1C=CC=C(OC)C=1C(O)=O>>[Br:47][C:24]1[CH:25]=[CH:26][CH:27]=[C:3]([O:2][CH3:1])[C:4]=1[C:5]([NH:7][C@H:8]1[CH2:12][CH2:11][CH2:10][C@@H:9]1[NH:13][C:14]1[CH:19]=[N:18][C:17]([C:20]([F:23])([F:22])[F:21])=[CH:16][N:15]=1)=[O:6] |f:1.2|. Reported procedure: Prepared according to the procedure for 2-methoxy-5-methyl-N-[(1S,2S)-2-{[5-(trifluoromethyl)pyrazin-2-yl]amino}cyclopentyl]benzamide (Example 37) from (1S,2S)-1-N-[5-(trifluoromethyl)pyrazin-2-yl]cyclopentane-1,2-diamine hydrochloride (Intermediate 14; 250 mg, 0.88 mmol) and 2-bromo-6-methoxybenzoic acid (CAS number 31786-45-5; 245 mg, 1.06 mmol) except this was purified by column chromatography (silica, 0-100% ethyl acetate/petrol) to afford the title compound. The reactants are CC(Oc1ccc(Cl)cn1)C1CN(Cc2ccccc2)CC1c1ccc(Cl)c(Cl)c1, CC#N, O=C(Cl)OCC(Cl)(Cl)Cl. Product: CC(Oc1ccc(Cl)cn1)C1CNCC1c1ccc(Cl)c(Cl)c1. Reaction SMILES: [CH2:1]([c:2]1[cH:3][cH:4][cH:5][cH:6][cH:7]1)[N:8]1[CH2:9][CH:10]([CH:21]([CH3:22])[O:23][c:24]2[n:25][cH:26][c:27]([Cl:30])[cH:28][cH:29]2)[CH:11]([c:13]2[cH:14][c:15]([Cl:20])[c:16]([Cl:19])[cH:17][cH:18]2)[CH2:12]1.[CH3:40][C:41]#[N:42].[Cl:31][C:32]([O:33][CH2:34][C:35]([Cl:36])([Cl:37])[Cl:38])=[O:39]>>[NH:8]1[CH2:9][CH:10]([CH:21]([CH3:22])[O:23][c:24]2[n:25][cH:26][c:27]([Cl:30])[cH:28][cH:29]2)[CH:11]([c:13]2[cH:14][c:15]([Cl:20])[c:16]([Cl:19])[cH:17][cH:18]2)[CH2:12]1. The reactants are Cl (hydrochloric acid), C1(CCCC1)C(C(=O)OC)C1=CC=C(C=C1)C(F)(F)F (methyl cyclopentyl[4-(trifluoromethyl)phenyl]acetate), C1CCOC1 (THF), [OH-].[Li+] (lithium hydroxide). Solvent: O (water), O (water), CO (methanol). Run at time 4 hour. The product is C1(CCCC1)C(C(=O)O)C1=CC=C(C=C1)C(F)(F)F ((+/−)-Cyclopentyl[4-(trifluoromethyl)phenyl]acetic acid). The yield is 96.3%. As a reaction SMILES: [CH:1]1([CH:6]([C:11]2[CH:16]=[CH:15][C:14]([C:17]([F:20])([F:19])[F:18])=[CH:13][CH:12]=2)[C:7]([O:9]C)=[O:8])[CH2:5][CH2:4][CH2:3][CH2:2]1.C1COCC1.[OH-].[Li+].Cl>O.CO>[CH:1]1([CH:6]([C:11]2[CH:16]=[CH:15][C:14]([C:17]([F:18])([F:19])[F:20])=[CH:13][CH:12]=2)[C:7]([OH:9])=[O:8])[CH2:5][CH2:4][CH2:3][CH2:2]1 |f:2.3|. Procedure details: 4.98 g (17.4 mmol) of methyl cyclopentyl[4-(trifluoromethyl)phenyl]acetate were initially charged in a mixture of in each case 24.9 ml of THF, methanol and water, and 1.04 g (43.49 mmol) of lithium hydroxide were added at 0° C. The reaction mixture was warmed to RT and stirred at this temperature for 4 h. The mixture was then diluted with water and acidified slightly with 1 N hydrochloric acid. The aqueous phase was extracted three times with ethyl acetate. The combined organic phases were dried... Reactants: COC(C)(C)C (tert-butyl methyl ether), COC(C)(C)C (tert-butyl methyl ether), O.C(CC(O)(C(=O)O)CC(=O)O)(=O)O (citric acid monohydrate), CN1N=C(C(=C1)NC(CC1=C(C=C(C=C1)OC1=CC=NC2=CC(=CC=C12)OC)OC)=O)C (N-(1,3-dimethyl-1H-pyrazol-4-yl)-2-[2-methoxy-4-(7-methoxyquinolin-4-yloxy)phenyl]acetamide), resultant solution, resultant mixture. Solvent: C(C)O (ethanol), C(C)O (ethanol). Conditions: time 28 hour. Yields the product C(CC(O)(C(=O)O)CC(=O)O)(=O)O.CN1N=C(C(=C1)NC(CC1=C(C=C(C=C1)OC1=CC=NC2=CC(=CC=C12)OC)OC)=O)C (N-(1,3-dimethyl-1H-pyrazol-4-yl)-2-[2-methoxy-4-(7-methoxyquinolin-4-yloxy)phenyl]acetamide citrate salt). Yield: 97.4%. RXN SMILES: [CH3:1][N:2]1[CH:6]=[C:5]([NH:7][C:8](=[O:31])[CH2:9][C:10]2[CH:15]=[CH:14][C:13]([O:16][C:17]3[C:26]4[C:21](=[CH:22][C:23]([O:27][CH3:28])=[CH:24][CH:25]=4)[N:20]=[CH:19][CH:18]=3)=[CH:12][C:11]=2[O:29][CH3:30])[C:4]([CH3:32])=[N:3]1.O.[C:34]([OH:46])(=[O:45])[CH2:35][C:36]([CH2:41][C:42]([OH:44])=[O:43])([C:38]([OH:40])=[O:39])[OH:37].COC(C)(C)C>C(O)C>[C:34]([OH:46])(=[O:45])[CH2:35][C:36]([CH2:41][C:42]([OH:44])=[O:43])([C:38]([OH:40])=[O:39])[OH:37].[CH3:1][N:2]1[CH:6]=[C:5]([NH:7][C:8](=[O:31])[CH2:9][C:10]2[CH:15]=[CH:14][C:13]([O:16][C:17]3[C:26]4[C:21](=[CH:22][C:23]([O:27][CH3:28])=[CH:24][CH:25]=4)[N:20]=[CH:19][CH:18]=3)=[CH:12][C:11]=2[O:29][CH3:30])[C:4]([CH3:32])=[N:3]1 |f:1.2,5.6|. Procedure: A stirred suspension of N-(1,3-dimethyl-1H-pyrazol-4-yl)-2-[2-methoxy-4-(7-methoxyquinolin-4-yloxy)phenyl]acetamide (0.54 g) in ethanol (5 ml) was heated gently to reflux until a solution was obtained. The resultant solution was stirred and a solution of citric acid monohydrate (0.315 g; 1.2 equivalents) in ethanol (95%, 5 ml) was added. The mixture was allowed to start to cool and tert-butyl methyl ether (10 ml) was added. When the mixture had cooled to ambient temperature, a second portion (2 ...